This data is from the Open Reaction Database (ORD), a public repository of structured organic reaction records. The task is: describe an organic reaction: reactants, conditions, products, and yield Run at time 8 hour. Solvent: C1CCOC1 (THF). Reactants: [BH-](OC(=O)C)(OC(=O)C)OC(=O)C.[Na+] (NaBH(OAc)3), C(C)(=O)O (acetic acid), ClC1=CC=C(C=C1)C=1C=CC(=NC1)C#CC=1C=CC(=NC1)N1CC(CC1)=O (1-{5-[5-(4-chloro-phenyl)-pyridin-2-ylethynyl]-pyridin-2-yl}-pyrrolidin-3-one), CC1CCNCC1 (4-methylpiperidine), C(=O)(O)[O-].[Na+] (NaHCO3). RXN SMILES: [BH-](OC(C)=O)(OC(C)=O)OC(C)=O.[Na+].C(O)(=O)C.[Cl:19][C:20]1[CH:25]=[CH:24][C:23]([C:26]2[CH:27]=[CH:28][C:29]([C:32]#[C:33][C:34]3[CH:35]=[CH:36][C:37]([N:40]4[CH2:44][CH2:43][C:42](=O)[CH2:41]4)=[N:38][CH:39]=3)=[N:30][CH:31]=2)=[CH:22][CH:21]=1.[CH3:46][CH:47]1[CH2:52][CH2:51][NH:50][CH2:49][CH2:48]1.C([O-])(O)=O.[Na+]>C1COCC1>[Cl:19][C:20]1[CH:25]=[CH:24][C:23]([C:26]2[CH:27]=[CH:28][C:29]([C:32]#[C:33][C:34]3[CH:35]=[CH:36][C:37]([N:40]4[CH2:44][CH2:43][CH:42]([N:50]5[CH2:51][CH2:52][CH:47]([CH3:46])[CH2:48][CH2:49]5)[CH2:41]4)=[N:38][CH:39]=3)=[N:30][CH:31]=2)=[CH:22][CH:21]=1 |f:0.1,5.6|. The product is ClC1=CC=C(C=C1)C=1C=CC(=NC1)C#CC=1C=CC(=NC1)N1CC(CC1)N1CCC(CC1)C ((1-{5-[5-(4-chloro-phenyl)-pyridin-2-ylethynyl]-pyridin-2-yl}-pyrrolidin-3-yl)-4-methylpiperidine). Procedure details: 48 mg (0.22 mmol) NaBH(OAc)3 and 27 μL (0.47 mmol) acetic acid are added to a solution of 100 mg (0.19 mmol, 70% purity) 1-{5-[5-(4-chloro-phenyl)-pyridin-2-ylethynyl]-pyridin-2-yl}-pyrrolidin-3-one and 22 μL 4-methylpiperidine (0.19 mmol) in 5 mL THF. The reaction mixture is stirred overnight and combined with saturated NaHCO3 solution. The organic phase is extracted twice with EtOAc. The organic phase is dried over MgSO4 and the solvent is eliminated i.vac. Further purification is carried out ... Starting materials: [Cl-].[Na+] (sodium chloride), C(CC)C1=NC2=C(N1CC1=CC=C(C=C1)C=1C(=CC=CC1)C(=O)O)C=C(C=C2C)C=2N=C1N(CCCC1)C2 (4'-[(2-n-propyl-4-methyl-6-(5,6,7,8-tetrahydro-imidazo[1,2-a]pyridin-2-yl)-benzimidazol-1-yl)-methyl]-biphenyl-2-carboxylic acid), C1(CCCCC1)OC(=O)OC(C)I (1-(cyclohexyloxycarbonyloxy)-ethyliodide), C([O-])([O-])=O.[K+].[K+] (potassium carbonate). Solvent: CS(=O)C (dimethylsulphoxide). Yields the product C(CC)C1=NC2=C(N1CC1=CC=C(C=C1)C1=C(C=CC=C1)C(=O)OC(C)OC(=O)OC1CCCCC1)C=C(C=C2C)C=2N=C1N(CCCC1)C2 (4'-[(2-n-Propyl-4-methyl-6-(5,6,7,8-tetrahydro-imidazo[1,2-a]pyridin-2-yl)-benzimidazol-1-yl)-methyl]-2-[1-(cyclohexyloxycarbonyloxy)-ethyloxycarbonyl]-biphenyl). Reaction SMILES: [CH2:1]([C:4]1[N:8]([CH2:9][C:10]2[CH:15]=[CH:14][C:13]([C:16]3[C:17]([C:22]([OH:24])=[O:23])=[CH:18][CH:19]=[CH:20][CH:21]=3)=[CH:12][CH:11]=2)[C:7]2[CH:25]=[C:26]([C:30]3[N:31]=[C:32]4[CH2:37][CH2:36][CH2:35][CH2:34][N:33]4[CH:38]=3)[CH:27]=[C:28]([CH3:29])[C:6]=2[N:5]=1)[CH2:2][CH3:3].[CH:39]1([O:45][C:46]([O:48][CH:49](I)[CH3:50])=[O:47])[CH2:44][CH2:43][CH2:42][CH2:41][CH2:40]1.C(=O)([O-])[O-].[K+].[K+].[Cl-].[Na+]>CS(C)=O>[CH2:1]([C:4]1[N:8]([CH2:9][C:10]2[CH:15]=[CH:14][C:13]([C:16]3[CH:21]=[CH:20][CH:19]=[CH:18][C:17]=3[C:22]([O:24][CH:49]([O:48][C:46]([O:45][CH:39]3[CH2:44][CH2:43][CH2:42][CH2:41][CH2:40]3)=[O:47])[CH3:50])=[O:23])=[CH:12][CH:11]=2)[C:7]2[CH:25]=[C:26]([C:30]3[N:31]=[C:32]4[CH2:37][CH2:36][CH2:35][CH2:34][N:33]4[CH:38]=3)[CH:27]=[C:28]([CH3:29])[C:6]=2[N:5]=1)[CH2:2][CH3:3] |f:2.3.4,5.6|. Procedure: A solution of 504 mg (1.0 mMol) of 4'-[(2-n-propyl-4-methyl-6-(5,6,7,8-tetrahydro-imidazo[1,2-a]pyridin-2-yl)-benzimidazol-1-yl)-methyl]-biphenyl-2-carboxylic acid, 600 mg of 1-(cyclohexyloxycarbonyloxy)-ethyliodide and 350 mg of potassium carbonate in 25 ml of dimethylsulphoxide is stirred for 14 hours at ambient temperature, then stirred into about 70 ml of saturated sodium chloride solution and extracted three times with 30 ml of ethyl acetate. The combined organic extracts are washed with wa...